Dataset: the Open Reaction Database (ORD), a public repository of structured organic reaction records. Task: describe an organic reaction: reactants, conditions, products, and yield Starting materials: NC=1C=C(C=CC1OCCN(CC)CC)NC(COC1=C(C=C(C=C1)C(F)(F)F)Cl)=O (N-[3-amino-4-(2-diethylamino-ethoxy)-phenyl]-2-(2-chloro-4-trifluoromethyl -phenoxy)-acetamide), C(C)(=O)OC(C)=O (acetic anhydride). Product: C(C)(=O)NC=1C=C(C=CC1OCCN(CC)CC)NC(COC1=C(C=C(C=C1)C(F)(F)F)Cl)=O (N-[3-acetylamino-4-(2-diethylamino-ethoxy)-phenyl]-2-(2-chloro-4-trifluoromethyl-phenoxy)-acetamide). RXN SMILES: [NH2:1][C:2]1[CH:3]=[C:4]([NH:16][C:17](=[O:31])[CH2:18][O:19][C:20]2[CH:25]=[CH:24][C:23]([C:26]([F:29])([F:28])[F:27])=[CH:22][C:21]=2[Cl:30])[CH:5]=[CH:6][C:7]=1[O:8][CH2:9][CH2:10][N:11]([CH2:14][CH3:15])[CH2:12][CH3:13].[C:32](OC(=O)C)(=[O:34])[CH3:33]>>[C:32]([NH:1][C:2]1[CH:3]=[C:4]([NH:16][C:17](=[O:31])[CH2:18][O:19][C:20]2[CH:25]=[CH:24][C:23]([C:26]([F:27])([F:28])[F:29])=[CH:22][C:21]=2[Cl:30])[CH:5]=[CH:6][C:7]=1[O:8][CH2:9][CH2:10][N:11]([CH2:12][CH3:13])[CH2:14][CH3:15])(=[O:34])[CH3:33]. Procedure: A solution of 100 mg (0.217 mmol) N-[3-amino-4-(2-diethylamino-ethoxy)-phenyl]-2-(2-chloro-4-trifluoromethyl-phenoxy)-acetamide (Example 160) in 10 mL acetic anhydride was stirred for 3 h at 100° C. and then evaporated down i. vac. The residue was combined with saturated aqueous sodium bicarbonate and exhaustively extracted with EtOAc. The combined org. phases were dried over sodium sulphate, evaporated down i. vac. and the residue was stirred with ether. The precipitate was filtered off, washed... The reactants are C1(=CC=CC=C1)C1=CC=CC(=C1C(=O)OC1=CC=C(C=C1)[N+](=O)[O-])OC1=NC(=CC(=N1)OC)OC (4-nitrophenyl 6-phenyl-2-(4,6-dimethoxypyrimidin-2-yloxy)benzoate), CS(=O)(=O)N (methanesulfonamide), C([O-])([O-])=O.[K+].[K+] (potassium carbonate). Run in C(C)#N (acetonitrile). Yields the product C1(=CC=CC=C1)C=1C(=C(OC2=NC(=CC(=N2)OC)OC)C=CC1)C(=O)NS(=O)(=O)C (2-[3-phenyl-2-(methylsulfonylaminocarbonyl)phenoxy]-4,6-dimethoxypyrimidine). As a reaction SMILES: [C:1]1([C:7]2[C:12]([C:13]([O:15]C3C=CC([N+]([O-])=O)=CC=3)=O)=[C:11]([O:25][C:26]3[N:31]=[C:30]([O:32][CH3:33])[CH:29]=[C:28]([O:34][CH3:35])[N:27]=3)[CH:10]=[CH:9][CH:8]=2)[CH:6]=[CH:5][CH:4]=[CH:3][CH:2]=1.[CH3:36][S:37]([NH2:40])(=[O:39])=[O:38].C(=O)([O-])[O-].[K+].[K+]>C(#N)C>[C:1]1([C:7]2[C:12]([C:13]([NH:40][S:37]([CH3:36])(=[O:39])=[O:38])=[O:15])=[C:11]([CH:10]=[CH:9][CH:8]=2)[O:25][C:26]2[N:27]=[C:28]([O:34][CH3:35])[CH:29]=[C:30]([O:32][CH3:33])[N:31]=2)[CH:2]=[CH:3][CH:4]=[CH:5][CH:6]=1 |f:2.3.4|. Procedure: This compound is prepared in a manner analogous to that of Example 1, Step I, using equimolar amounts of 4-nitrophenyl 6-phenyl-2-(4,6-dimethoxypyrimidin-2-yloxy)benzoate, methanesulfonamide, and potassium carbonate in acetonitrile to yield 2-[3-phenyl-2-(methylsulfonylaminocarbonyl)phenoxy]-4,6-dimethoxypyrimidine. Reactants: CC(C)(C)C(=O)Oc1cccc2cc(O[Si](C)(C)C(C)(C)C)ccc12 (substrate), O=C=O (effective_coupling_partner). Reagents/catalysts: dppf. Yields the product CC(C)(C)[Si](C)(C)Oc2ccc1c(C(=O)O)cccc1c2. Reaction conditions: temperature 80 celsius, time 48 hour. Reactants: COC(=O)c1cc(O)c(OC)c(OC)c1, Cc1ccccc1, C#CC(O)C1CC1, CCOC(=O)N=NC(=O)OCC, c1ccc(P(c2ccccc2)c2ccccc2)cc1. Yields the product C#CC(Oc1cc(C(=O)OC)cc(OC)c1OC)C1CC1. As a reaction SMILES: [CH3:1][O:2][c:3]1[cH:4][c:5]([C:6](=[O:7])[O:8][CH3:9])[cH:10][c:11]([OH:15])[c:12]1[O:13][CH3:14].[CH3:54][c:55]1[cH:56][cH:57][cH:58][cH:59][cH:60]1.[CH:16]1([CH:19]([C:20]#[CH:21])[OH:22])[CH2:17][CH2:18]1.[O:42]=[C:43]([O:44][CH2:45][CH3:46])[N:47]=[N:48][C:49]([O:50][CH2:51][CH3:52])=[O:53].[c:23]1([P:24]([c:25]2[cH:26][cH:27][cH:28][cH:29][cH:30]2)[c:31]2[cH:32][cH:33][cH:34][cH:35][cH:36]2)[cH:37][cH:38][cH:39][cH:40][cH:41]1>>[CH3:1][O:2][c:3]1[cH:4][c:5]([C:6](=[O:7])[O:8][CH3:9])[cH:10][c:11]([O:22][CH:19]([CH:16]2[CH2:17][CH2:18]2)[C:20]#[CH:21])[c:12]1[O:13][CH3:14]. Reactants: C1CCOC1, O=C1COc2ccc([N+](=O)[O-])cc2N1. Product: O=[N+]([O-])c1ccc2c(c1)NCCO2. RXN SMILES: [CH2:15]1[O:16][CH2:17][CH2:18][CH2:19]1.[N+:1](=[O:2])([O-:3])[c:4]1[cH:5][cH:6][c:7]2[c:8]([cH:14]1)[NH:9][C:10](=[O:13])[CH2:11][O:12]2>>[N+:1](=[O:2])([O-:3])[c:4]1[cH:5][cH:6][c:7]2[c:8]([cH:14]1)[NH:9][CH2:10][CH2:11][O:12]2. The product is COc1cc(C(=O)Cl)cc(C(F)(F)F)c1OCc1ccccc1. Starting materials: COc1cc(C(=O)O)cc(C(F)(F)F)c1OCc1ccccc1, Cc1ccccc1, CN(C)C=O, O=S(Cl)Cl. Reaction SMILES: [CH2:1]([c:2]1[cH:3][cH:4][cH:5][cH:6][cH:7]1)[O:8][c:9]1[c:10]([O:22][CH3:23])[cH:11][c:12]([C:13](=[O:14])[OH:15])[cH:16][c:17]1[C:18]([F:19])([F:20])[F:21].[CH3:24][c:25]1[cH:26][cH:27][cH:28][cH:29][cH:30]1.[CH3:35][N:36]([CH3:37])[CH:38]=[O:39].[S:31]([Cl:32])([Cl:33])=[O:34]>>[CH2:1]([c:2]1[cH:3][cH:4][cH:5][cH:6][cH:7]1)[O:8][c:9]1[c:10]([O:22][CH3:23])[cH:11][c:12]([C:13](=[O:14])[Cl:33])[cH:16][c:17]1[C:18]([F:19])([F:20])[F:21].